Dataset: the Open Reaction Database (ORD), a public repository of structured organic reaction records. Task: describe an organic reaction: reactants, conditions, products, and yield The reactants are NC1=CC=C(C=C1)CCC=1N=C(SC1)NC(C)=O (N-(4-(2-(4-Aminophenyl)ethyl)-1,3-thiazol-2-yl)acetamide), 1,2-(methylsulfanyl)-4,5-dihydro-1,3-thiazole, Cl (hydrochloric acid). Conditions: temperature 120 celsius, time 10 hour. The product is S1C(=NCC1)NC1=CC=C(C=C1)CCC=1N=C(SC1)NC(C)=O (N-(4-(2-(4-(4,5-dihydro-1,3-thiazol-2-ylamino)phenyl)ethyl)-1,3-thiazol-2-yl)acetamide). Yield: 40.6%. RXN SMILES: [NH2:1][C:2]1[CH:7]=[CH:6][C:5]([CH2:8][CH2:9][C:10]2[N:11]=[C:12]([NH:15][C:16](=[O:18])[CH3:17])[S:13][CH:14]=2)=[CH:4][CH:3]=1.Cl>>[S:13]1[CH2:14][CH2:10][N:11]=[C:12]1[NH:1][C:2]1[CH:7]=[CH:6][C:5]([CH2:8][CH2:9][C:10]2[N:11]=[C:12]([NH:15][C:16](=[O:18])[CH3:17])[S:13][CH:14]=2)=[CH:4][CH:3]=1. Reported procedure: N-(4-(2-(4-Aminophenyl)ethyl)-1,3-thiazol-2-yl)acetamide (1.8 g) prepared in a similar manner according to Step 6 of Production Example 1,2-(methylsulfanyl)-4,5-dihydro-1,3-thiazole (918 mg), hydrochloric acid concentrate (0.57 ml) and 2-methoxyethanol (28 ml) were combined under nitrogen atmosphere, and stirred at 120° C. for 10 hours. After cooled to room temperature, the reaction mixture was concentrated in vacuo. The residue was dissolved in tetrahydrofuran/water, and made basic with aqueous... Reactants: CC(=O)O, O=C1OC(=O)C2CCCCC12, Nc1ccc(F)cc1F. Product: O=C1C2CCCCC2C(=O)N1c1ccc(F)cc1F. RXN SMILES: [CH3:21][C:22](=[O:23])[OH:24].[CH:10]12[CH:11]([CH2:12][CH2:13][CH2:14][CH2:15]1)[C:16](=[O:17])[O:18][C:19]2=[O:20].[F:1][c:2]1[c:3]([NH2:4])[cH:5][cH:6][c:7]([F:9])[cH:8]1>>[F:1][c:2]1[c:3]([N:4]2[C:16](=[O:17])[CH:11]3[CH:10]([CH2:15][CH2:14][CH2:13][CH2:12]3)[C:19]2=[O:18])[cH:5][cH:6][c:7]([F:9])[cH:8]1. Starting materials: C1(=CC=CC=C1)OC (anisol), FC(C(=O)O)(F)F (trifluoroacetic acid), C(C1=CC=CC=C1)OC(=O)N[C@@H](C)P(=O)(O[C@H](C(=O)O)CCCCNC(=O)OC(C)(C)C)O ((S)-2-(((R)-1-(benzyloxycarbonylamino)ethyl)(hydroxyphosphinoyl)oxy)-6-(tert-butoxycarbonylamino)hexanoic acid). Run in ClCCl (dichloromethane). Reaction conditions: time 2 hour. Product: FC(C(=O)O)(F)F (trifluoroacetic acid), NCCCC[C@@H](C(=O)O)OP(=O)(O)[C@H](C)NC(=O)OCC1=CC=CC=C1 ((S)-6-Amino-2-(((R)-1-(benzyloxycarbonylamino)ethyl)(hydroxyphosphinoyl)oxy)hexanoic acid). Reaction SMILES: [CH2:1]([O:8][C:9]([NH:11][C@H:12]([P:14]([OH:33])([O:16][C@@H:17]([CH2:21][CH2:22][CH2:23][CH2:24][NH:25]C(OC(C)(C)C)=O)[C:18]([OH:20])=[O:19])=[O:15])[CH3:13])=[O:10])[C:2]1[CH:7]=[CH:6][CH:5]=[CH:4][CH:3]=1.C1(OC)C=CC=CC=1.[F:42][C:43]([F:48])([F:47])[C:44]([OH:46])=[O:45]>ClCCl>[F:42][C:43]([F:48])([F:47])[C:44]([OH:46])=[O:45].[NH2:25][CH2:24][CH2:23][CH2:22][CH2:21][C@H:17]([O:16][P:14]([C@@H:12]([NH:11][C:9]([O:8][CH2:1][C:2]1[CH:3]=[CH:4][CH:5]=[CH:6][CH:7]=1)=[O:10])[CH3:13])([OH:33])=[O:15])[C:18]([OH:20])=[O:19]. Reported procedure: A dichloromethane (0.5 ml) suspension of the (S)-2-(((R)-1-(benzyloxycarbonylamino)ethyl)(hydroxyphosphinoyl)oxy)-6-(tert-butoxycarbonylamino)hexanoic acid (3.1 mg) obtained in the above step (b) was added with anisol (0.05 ml) and trifluoroacetic acid (0.5 ml) at 0° C., and the mixture was stirred at the same temperature for 2 hours. The reaction mixture was concentrated, and the residue was washed with isopropyl ether to obtain trifluoroacetic acid salt of the title compound: (S)-6-amino-2-(((... Starting materials: N1=C(C=CC=C1C)C (2,6-lutidine), FC(S(=O)(=O)O[Si](C)(C)C(C)(C)C)(F)F (tert-butyldimethylsilyl trifluromethanesulfonate), C(C1=CC=CC=C1)OC=1C=CC2=C3C(CCCC3=CN=C2C1)O (3-Benzyloxy-10-hydroxy-7,8,9,10-tetrahydrophenanthridine). Solvent: C(Cl)Cl (CH2Cl2), C(Cl)Cl (CH2Cl2). Run at temperature 25 celsius, time 30 minute. Yields the product C(C1=CC=CC=C1)OC=1C=CC2=C3C(CCCC3=CN=C2C1)O[Si](C)(C)C(C)(C)C (3-Benzyloxy-10-[(tert-butyldimethylsilyl)oxy]-7,8,9,10-tetrahydro-phenanthridine). Yield: 97.6%. Reaction SMILES: [CH2:1]([O:8][C:9]1[CH:10]=[CH:11][C:12]2[C:21]([CH:22]=1)=[N:20][CH:19]=[C:18]1[C:13]=2[CH:14]([OH:23])[CH2:15][CH2:16][CH2:17]1)[C:2]1[CH:7]=[CH:6][CH:5]=[CH:4][CH:3]=1.N1C(C)=CC=CC=1C.FC(F)(F)S(O[Si:38]([C:41]([CH3:44])([CH3:43])[CH3:42])([CH3:40])[CH3:39])(=O)=O>C(Cl)Cl>[CH2:1]([O:8][C:9]1[CH:10]=[CH:11][C:12]2[C:21]([CH:22]=1)=[N:20][CH:19]=[C:18]1[C:13]=2[CH:14]([O:23][Si:38]([C:41]([CH3:44])([CH3:43])[CH3:42])([CH3:40])[CH3:39])[CH2:15][CH2:16][CH2:17]1)[C:2]1[CH:7]=[CH:6][CH:5]=[CH:4][CH:3]=1. Procedure details: To a suspension of Compound 224 (1.10 g, 3.60 mmol) in dry CH2Cl2 (10 mL) under ice-cooling was added successively 2,6-lutidine (0.59 mL, 5.07 mmol) and tert-butyldimethylsilyl trifluromethanesulfonate (0.99 mL, 4.31 mmol), the resultant homogeneous solution was then stirred at 25° C. for 30 minutes. The reaction mixture was diluted with CH2Cl2 (20 mL), washed with brine, dried over anhydrous Na2SO4, and evaporated in vacuo. The residue was purified by flash column chromatography (silica gel, et... Reactants: C(C)O (Ethanol), CC(=O)C (acetone), Cl (HCl), Cl.Cl.COC(N[C@@H](C(C)C)C(=O)N1[C@@H](CCC1)C=1NC=C(N1)C1=CC=C(C=C1)C1=C(C=C(C=C1)NC(=O)C=1C=NC(=CC1)N1[C@@H](CN([C@H](C1)C)C(NC)=O)C)OC(F)(F)F)=O (((S)-1-{(S)-2-[4-(4′-{[6-((2R,5S)-2,5-dimethyl-4-methylcarbamoyl-piperazin-1-yl)-pyridine-3-carbonyl]-amino}-2′-trifluoromethoxy-biphenyl-4-yl)-1H-imidazol-2-yl]-pyrrolidine-1-carbonyl}-2-methyl-propyl)-carbamic acid methyl ester diHCl). Run in O (water). Run at temperature 30 celsius, time 18 hour. Yields the product O.Cl.Cl.COC(N[C@@H](C(C)C)C(=O)N1[C@@H](CCC1)C=1NC=C(N1)C1=CC=C(C=C1)C1=C(C=C(C=C1)NC(=O)C=1C=NC(=CC1)N1[C@@H](CN([C@H](C1)C)C(NC)=O)C)OC(F)(F)F)=O (((S)-1-{(S)-2-[4-(4′-{[6-((2R,5S)-2,5-Dimethyl-4-methylcarbamoyl-piperazin-1-yl)-pyridine-3-carbonyl]-amino}-2′-trifluoromethoxy-biphenyl-4-yl)-1H-imidazol-2-yl]-pyrrolidine-1-carbonyl}-2-methyl-propyl)-carbamic acid methyl ester dihydrochloride Monohydrate). As a reaction SMILES: C([OH:3])C.CC(C)=O.[ClH:8].Cl.Cl.[CH3:11][O:12][C:13](=[O:69])[NH:14][C@H:15]([C:19]([N:21]1[CH2:25][CH2:24][CH2:23][C@H:22]1[C:26]1[NH:27][CH:28]=[C:29]([C:31]2[CH:36]=[CH:35][C:34]([C:37]3[CH:42]=[CH:41][C:40]([NH:43][C:44]([C:46]4[CH:47]=[N:48][C:49]([N:52]5[CH2:57][C@H:56]([CH3:58])[N:55]([C:59](=[O:62])[NH:60][CH3:61])[CH2:54][C@H:53]5[CH3:63])=[CH:50][CH:51]=4)=[O:45])=[CH:39][C:38]=3[O:64][C:65]([F:68])([F:67])[F:66])=[CH:33][CH:32]=2)[N:30]=1)=[O:20])[CH:16]([CH3:18])[CH3:17]>O>[OH2:3].[ClH:8].[ClH:8].[CH3:11][O:12][C:13](=[O:69])[NH:14][C@H:15]([C:19]([N:21]1[CH2:25][CH2:24][CH2:23][C@H:22]1[C:26]1[NH:27][CH:28]=[C:29]([C:31]2[CH:32]=[CH:33][C:34]([C:37]3[CH:42]=[CH:41][C:40]([NH:43][C:44]([C:46]4[CH:47]=[N:48][C:49]([N:52]5[CH2:57][C@H:56]([CH3:58])[N:55]([C:59](=[O:62])[NH:60][CH3:61])[CH2:54][C@H:53]5[CH3:63])=[CH:50][CH:51]=4)=[O:45])=[CH:39][C:38]=3[O:64][C:65]([F:68])([F:66])[F:67])=[CH:35][CH:36]=2)[N:30]=1)=[O:20])[CH:16]([CH3:17])[CH3:18] |f:3.4.5,7.8.9.10|. Procedure details: Ethanol (2 mL), acetone (15 mL), 1 N HCl (0.3 mL), and deionized water (0.3 mL) were added to amorphous ((S)-1-{(S)-2-[4-(4′-{[6-((2R,5S)-2,5-dimethyl-4-methylcarbamoyl-piperazin-1-yl)-pyridine-3-carbonyl]-amino}-2′-trifluoromethoxy-biphenyl-4-yl)-1H-imidazol-2-yl]-pyrrolidine-1-carbonyl}-2-methyl-propyl)-carbamic acid methyl ester diHCl (650 mg) and the reaction solution was stirred at 30° C. for 18 h to give a crystalline slurry and then stirred for 48 h at RT. The thickened slurry was filtere... The reactants are CC1=CC=C(C(=N1)C#N)N1N=CC=N1 (6-methyl-3-(2H-1,2,3-triazol-2-yl)picolinonitrile), [OH-].[Na+] (NaOH), CCO (EtOH). Reaction conditions: temperature 100 celsius. Product: CC1=CC=C(C(=N1)C(=O)O)N1N=CC=N1 (6-methyl-3-(2H-1,2,3-triazol-2-yl)picolinic acid). RXN SMILES: [CH3:1][C:2]1[N:7]=C(C#N)[C:5]([N:10]2[N:14]=[CH:13][CH:12]=[N:11]2)=[CH:4][CH:3]=1.[OH-:15].[Na+].[CH3:17][CH2:18][OH:19]>>[CH3:1][C:2]1[N:7]=[C:17]([C:18]([OH:15])=[O:19])[C:5]([N:10]2[N:14]=[CH:13][CH:12]=[N:11]2)=[CH:4][CH:3]=1 |f:1.2|. Reported procedure: To a solution of the title compound of Step A (730 mg, 4 mmol) in EtOH (10 mL) was added 4 N NaOH (1 mL, 4 mmol). The mixture was heated at 100° C. for 24 h. The reaction mixture was concentrated in vacuo to a white solid which was used without further purification in subsequent steps. MS (ESI) mass calcd. for C9H8N4O2, 204.1. m/z found 205.1 [M+H]+. The product is CCCCOP(=O)(OCCCC)OCCCC.CC(CO)(CO)N (TBPA AMPD). As a reaction SMILES: [CH3:1][CH2:2][CH2:3][CH2:4][O:5][P:6]([O:13][CH2:14][CH2:15][CH2:16][CH3:17])([O:8][CH2:9][CH2:10][CH2:11][CH3:12])=[O:7].[CH3:18][C:19]([NH2:24])([CH2:22][OH:23])[CH2:20][OH:21]>>[CH3:12][CH2:11][CH2:10][CH2:9][O:8][P:6]([O:5][CH2:4][CH2:3][CH2:2][CH3:1])([O:13][CH2:14][CH2:15][CH2:16][CH3:17])=[O:7].[CH3:18][C:19]([NH2:24])([CH2:22][OH:23])[CH2:20][OH:21] |f:2.3|. Procedure: Reaction of TBPA with AMPD gives an TBPA/AMPD adduct. AMPD is sold in commerce by Angus. 37.2 mmol of TBPA was combined with 37.2 mmol of AMPD in 164.5 g of pure ethanol. The mixture is refluxed for 2 hours. The solvent was removed using a rotary evaporator to produce a white solid. Starting materials: CCCCOP(=O)(OCCCC)OCCCC (TBPA), CC(CO)(CO)N (AMPD).